Dataset: the Open Reaction Database (ORD), a public repository of structured organic reaction records. Task: describe an organic reaction: reactants, conditions, products, and yield Reactants: C(C)OC(=O)C1CC2=C(N=CS2)CC1 (6-Ethoxycarbonyl-4,5,6,7-tetrahydro-benzo[d]thiazole), AlLiH4, CCOCC (ether). The product is C(C)C=1SC2=C(N1)CCC(C2)CO (2-Ethyl-6-hydroxymethyl-4,5,6,7-tetrahydro-benzo[d]thiazole). Isolated yield 86.0%. RXN SMILES: C(O[C:4]([CH:6]1[CH2:14][CH2:13][C:9]2[N:10]=[CH:11][S:12][C:8]=2[CH2:7]1)=[O:5])C.[CH3:15][CH2:16]OCC>>[CH2:15]([C:11]1[S:12][C:8]2[CH2:7][CH:6]([CH2:4][OH:5])[CH2:14][CH2:13][C:9]=2[N:10]=1)[CH3:16]. Procedure: The compound is prepared by reduction of the above derivative (III) with AlLiH4 within ether, at room temperature. B.p.0.5 =142°-144° C. Yield: 86%.